Dataset: the Open Reaction Database (ORD), a public repository of structured organic reaction records. Task: describe an organic reaction: reactants, conditions, products, and yield The reactants are BrC=1C=C(OC1Br)C(=O)O (4,5-dibromofuran-2-carboxylic acid), O (H2O), CC(=O)O (HOAc), O (H2O), BrC=1C=C(OC1Br)C(=O)O (4,5-dibromofuran-2-carboxylic acid), O (H2O). The reagents and catalysts are [Zn] (Zn), [Zn] (Zn), [Zn] (zinc), [Zn] (Zn). Run in C1(=CC=CC=C1)C (toluene). Reaction conditions: time 15 minute. The product is BrC=1C=C(OC1)C(=O)O (4-bromo furan-2-carboxylic acid). Reaction SMILES: [Br:1][C:2]1[CH:3]=[C:4]([C:8]([OH:10])=[O:9])[O:5][C:6]=1Br.O.CC(O)=O>C1(C)C=CC=CC=1.[Zn]>[Br:1][C:2]1[CH:3]=[C:4]([C:8]([OH:10])=[O:9])[O:5][CH:6]=1. Procedure: A 500 mL three-necked round-bottom flask fitted with an overhead mechanical stirrer, and reflux condenser was charged with 4,5-dibromofuran-2-carboxylic acid (34.3 g, 127 mmol), H2O (100 mL), and HOAc (25 mL). The third neck of the flask was stoppered and the suspension was heated to reflux with a temperature controlled heating mantle held at 125-130° C. Zn dust (15.0 g, 229 mmol) (previously ground in a mortar and pestle to break up lumps) was added portionwise over 50 minutes. Subsequent porti...